This data is from the Open Reaction Database (ORD), a public repository of structured organic reaction records. The task is: describe an organic reaction: reactants, conditions, products, and yield Starting materials: [BH4-], COc1ccccc1N1CCN(CC(O)COc2cccc3cc(C(C)=O)oc23)CC1, CC(C)=O, CCO, [Na+]. The product is COc1ccccc1N1CCN(CC(O)COc2cccc3cc(C(C)O)oc23)CC1. RXN SMILES: [BH4-:32].[C:1]([CH3:2])(=[O:3])[c:4]1[o:5][c:6]2[c:7]([cH:8]1)[cH:9][cH:10][cH:11][c:12]2[O:13][CH2:14][CH:15]([CH2:16][N:17]1[CH2:18][CH2:19][N:20]([c:23]2[c:24]([O:29][CH3:30])[cH:25][cH:26][cH:27][cH:28]2)[CH2:21][CH2:22]1)[OH:31].[CH3:34][C:35]([CH3:36])=[O:37].[CH3:38][CH2:39][OH:40].[Na+:33]>>[CH:1]([CH3:2])([OH:3])[c:4]1[o:5][c:6]2[c:7]([cH:8]1)[cH:9][cH:10][cH:11][c:12]2[O:13][CH2:14][CH:15]([CH2:16][N:17]1[CH2:18][CH2:19][N:20]([c:23]2[c:24]([O:29][CH3:30])[cH:25][cH:26][cH:27][cH:28]2)[CH2:21][CH2:22]1)[OH:31].